This data is from the Open Reaction Database (ORD), a public repository of structured organic reaction records. The task is: describe an organic reaction: reactants, conditions, products, and yield Starting materials: [C-]#N, CC[N+](CC)(CC)CC, COC(C)(C)C, CN(C)C=O, CC1CCN(c2c(-c3c(F)cc(C#N)cc3F)c(Cl)nc3ncnn23)CC1, O. Product: CC1CCN(c2c(-c3c(F)cc(C#N)cc3F)c(C#N)nc3ncnn23)CC1. Reaction SMILES: [C-:40]#[N:41].[CH2:42]([N+:43]([CH2:44][CH3:45])([CH2:46][CH3:47])[CH2:48][CH3:49])[CH3:50].[CH3:29][O:30][C:31]([CH3:32])([CH3:33])[CH3:34].[CH3:35][N:36]([CH3:37])[CH:38]=[O:39].[Cl:1][c:2]1[n:3][c:4]2[n:5]([c:6]([N:18]3[CH2:19][CH2:20][CH:21]([CH3:24])[CH2:22][CH2:23]3)[c:7]1-[c:8]1[c:9]([F:17])[cH:10][c:11]([C:15]#[N:16])[cH:12][c:13]1[F:14])[n:25][cH:26][n:27]2.[OH2:28]>>[c:2]1([C:35]#[N:36])[n:3][c:4]2[n:5]([c:6]([N:18]3[CH2:19][CH2:20][CH:21]([CH3:24])[CH2:22][CH2:23]3)[c:7]1-[c:8]1[c:9]([F:17])[cH:10][c:11]([C:15]#[N:16])[cH:12][c:13]1[F:14])[n:25][cH:26][n:27]2.